From a dataset of the Open Reaction Database (ORD), a public repository of structured organic reaction records. describe an organic reaction: reactants, conditions, products, and yield Reactants: CC(OCC)=O (EA), B(Br)(Br)Br (BBr3), BrC1=C(C(=O)OC)C=C(C=C1)OC (methyl 2-bromo-5-methoxybenzoate). The solvent is C(Cl)Cl (DCM). Yields the product COC(C1=C(C=CC(=C1)O)Br)=O (2-Bromo-5-hydroxy-benzoic acid methyl ester). Isolated yield 84.5%. Reaction SMILES: [Br:1][C:2]1[CH:11]=[CH:10][C:9]([O:12]C)=[CH:8][C:3]=1[C:4]([O:6][CH3:7])=[O:5].B(Br)(Br)Br.CC(=O)OCC>C(Cl)Cl>[CH3:7][O:6][C:4](=[O:5])[C:3]1[CH:8]=[C:9]([OH:12])[CH:10]=[CH:11][C:2]=1[Br:1]. Reported procedure: To a solution of compound methyl 2-bromo-5-methoxybenzoate (100 g, 410 mmol) in DCM (2000 mL) was added and BBr3 (1N, 150 mL) at −78° C. under N2 The mixture was stirred at 0° C. under N2 for 24 hr. The reaction was quenched with MeOH (500 mL), concentrated to dryness, diluted with H2O (50 mL), and extracted with ethyl acetate (800 mL*3), The organic phase was washed with saturated sodium bicarbonate solution 50 mL, dried over Na2SO4. After concentration, the crude product was purified by silica... The reactants are COC(NC(C(C)C)C(=O)N1C(CCC1)C=1NC(=CN1)C=1C=CC2=C(COC3=C4C(=CC=C23)C=C(C=C4)C=4NC(=NC4)C4N(CCC4)C(C(C(C)C)NC(=O)OC)=O)C1)=O ((1-{2-[5-(2-{2-[1-(2-Methoxycarbonylamino-3-methyl-butyryl)-pyrrolidin-2-yl]-3H-imidazol-4-yl}-6-H-dibenzo[c,h]chromen-8-yl)-1H-imidazol-2-yl]-pyrrolidine-1-carbonyl}-2-methyl-propyl)-carbamic acid methyl ester), FC(S(=O)(=O)OC=1C=CC=2C(=CC=C3C4=C(COC23)C=C(C=C4)OS(=O)(=O)C(F)(F)F)C1)(F)F (trifluoro-methanesulfonic acid 2-trifluoromethanesulfonyloxy-6-H-dibenzo[c,h]chromen-8-yl ester). Yields the product COC(NC(C(C)C)C(=O)N1C(CCC1)C=1NC(=CN1)C=1C=C2C=3C4=C(COC3C1)C=C(C=C4OC2)C=2NC(=NC2)C2N(CCC2)C(C(C(C)C)NC(=O)OC)=O)=O ((1-{2-[5-(7-{2-[1-(2-Methoxycarbonylamino-3-methyl-butyryl)-pyrrolidin-2-yl]-3H-imidazol-4-yl}-5,10-dihydro-chromeno[5,4,3-cde]chromen-2-yl)-1H-imidazol-2-yl]-pyrrolidine-1-carbonyl}-2-methyl-propyl)-carbamic acid methyl ester). Reaction SMILES: [CH3:1][O:2][C:3](=[O:60])[NH:4][CH:5]([C:9]([N:11]1[CH2:15][CH2:14][CH2:13][CH:12]1[C:16]1[NH:17][C:18]([C:21]2[CH:22]=CC3C4C(=C5C=CC(C6NC(C7CCCN7C(=O)C(NC(OC)=O)C(C)C)=NC=6)=CC5=CC=4)[O:27][CH2:26][C:25]=3[CH:59]=2)=[CH:19][N:20]=1)=[O:10])[CH:6]([CH3:8])[CH3:7].FC(F)(F)S([O:66][C:67]1C=CC2[C:71]([CH:92]=1)=[CH:72][CH:73]=[C:74]1C=2OCC2C=C(OS(C(F)(F)F)(=O)=O)[CH:82]=[CH:83][C:75]1=2)(=O)=O>>[CH3:1][O:2][C:3](=[O:60])[NH:4][CH:5]([C:9]([N:11]1[CH2:15][CH2:14][CH2:13][CH:12]1[C:16]1[NH:17][C:18]([C:21]2[CH:59]=[C:25]3[CH2:26][O:27][C:74]4[C:75]5=[C:92]([CH:71]=[C:72]([C:19]6[NH:20][C:16]([CH:12]7[CH2:13][CH2:14][CH2:15][N:11]7[C:9](=[O:10])[CH:5]([NH:4][C:3]([O:2][CH3:1])=[O:60])[CH:6]([CH3:7])[CH3:8])=[N:17][CH:18]=6)[CH:73]=4)[CH2:67][O:66][C:82]([CH:22]=2)=[C:83]35)=[CH:19][N:20]=1)=[O:10])[CH:6]([CH3:8])[CH3:7]. Procedure details: Title compound was prepared according to the method employed to prepare (1-{2-[5-(2-{2-[1-(2-Methoxycarbonylamino-3-methyl-butyryl)-pyrrolidin-2-yl]-3H-imidazol-4-yl}-6-H-dibenzo[c,h]chromen-8-yl)-1H-imidazol-2-yl]-pyrrolidine-1-carbonyl}-2-methyl-propyl)-carbamic acid methyl ester, substituting trifluoro-methanesulfonic acid 7-trifluoromethane sulfonyloxy-5,10-dihydro-chromeno[5,4,3-cde]chromen-2-yl ester for trifluoro-methanesulfonic acid 2-trifluoromethanesulfonyloxy-6-H-dibenzo[c,h]chromen-8... RXN SMILES: [Si]([O:8][CH2:9][C:10]1[C:11]([NH:22][C:23]2[CH:27]=[C:26]([CH:28]3[CH2:30][CH2:29]3)[NH:25][N:24]=2)=[N:12][C:13]([C:16]2[CH:21]=[CH:20][CH:19]=[CH:18][CH:17]=2)=[N:14][CH:15]=1)(C(C)(C)C)(C)C.CCCC[N+](CCCC)(CCCC)CCCC.[F-]>C1COCC1>[CH:28]1([C:26]2[NH:25][N:24]=[C:23]([NH:22][C:11]3[C:10]([CH2:9][OH:8])=[CH:15][N:14]=[C:13]([C:16]4[CH:21]=[CH:20][CH:19]=[CH:18][CH:17]=4)[N:12]=3)[CH:27]=2)[CH2:29][CH2:30]1 |f:1.2|. Yields the product title compound, C1(CC1)C1=CC(=NN1)NC1=NC(=NC=C1CO)C1=CC=CC=C1 ((4-(5-cyclopropyl-1H-pyrazol-3-ylamino)-2-phenylpyrimidin-5-yl)methanol). Yield: 27.3%. Reported procedure: To a solution of 5-((tert-butyldimethylsilyloxy)methyl)-N-(5-cyclopropyl-1H-pyrazol-3-yl)-2-phenylpyrimidin-4-amine (50 mg, 0.119 mmol, 1.0 eq) in anhydrous THF (2 mL), TBAF (0.5 mL, 0.5 mmol, 4.2 equiv., 1M in THF) was added dropwise. The reaction mixture was stirred at 20° C. for 2 h and then concentrated to give a residue. The residue was purified by silica gel chromatography (CH2Cl2/MeOH 500:1 to 20:1 as eluent) to afford title compound (4-(5-cyclopropyl-1H-pyrazol-3-ylamino)-2-phenylpyrimid... The reactants are [Si](C)(C)(C(C)(C)C)OCC=1C(=NC(=NC1)C1=CC=CC=C1)NC1=NNC(=C1)C1CC1 (5-((tert-butyldimethylsilyloxy)methyl)-N-(5-cyclopropyl-1H-pyrazol-3-yl)-2-phenylpyrimidin-4-amine), CCCC[N+](CCCC)(CCCC)CCCC.[F-] (TBAF). Solvent: C1CCOC1 (THF). Conditions: temperature 20 celsius, time 2 hour. Starting materials: BrC=1C=C(C=O)C=CC1 (3-bromobenzaldehyde), C#CCCCCCCCCCCC (1-tridecyne). Product: C(#CCCCCCCCCCCC)C=1C=C(C=O)C=CC1 (3-(1-Tridecynyl)benzaldehyde). Isolated yield 85.0%. RXN SMILES: Br[C:2]1[CH:3]=[C:4]([CH:7]=[CH:8][CH:9]=1)[CH:5]=[O:6].[CH:10]#[C:11][CH2:12][CH2:13][CH2:14][CH2:15][CH2:16][CH2:17][CH2:18][CH2:19][CH2:20][CH2:21][CH3:22]>>[C:10]([C:2]1[CH:3]=[C:4]([CH:7]=[CH:8][CH:9]=1)[CH:5]=[O:6])#[C:11][CH2:12][CH2:13][CH2:14][CH2:15][CH2:16][CH2:17][CH2:18][CH2:19][CH2:20][CH2:21][CH3:22]. Reported procedure: Reaction of 3-bromobenzaldehyde with 1-tridecyne as described in example 3 gave 85% of the title compound after chromatography on silica, eluting with dichloromethane:petrol (bp 40:60) (1:3) νmax (neat) 2920, 2215, 1705, 1600, 1575, 1465, 1280, 1155, 795, and 680 cm-1, δ(CDCl3) 0.86 (3H, distorted t), 0.9-1.7 (18H, m), 2.4(2H, t, J=6 Hz), 7.7-7.9 (4H, m, aromatic), and 10.0 (1H, s, aldehyde). Analysed as the 2,4-dinitrophenylhydrazone m.p. 127° C. (recrystallized from acetic acid). Found, C, 67.... Starting materials: O=C([O-])[O-], CCOC(=O)C(C)(Cc1ccc(O)cc1)Oc1ccccc1, CCOC(C)=O, [Cs+], [Cs+], Cc1ccc(S(=O)(=O)OCCc2nc(-c3cccc(-c4ccc(F)cc4)c3)oc2C)cc1, CN(C)C=O. The product is CCOC(=O)C(C)(Cc1ccc(OCCc2nc(-c3cccc(-c4ccc(F)cc4)c3)oc2C)cc1)Oc1ccccc1. RXN SMILES: [C:55](=[O:56])([O-:57])[O-:58].[CH2:1]([CH3:2])[O:3][C:4]([C:5]([CH2:6][c:7]1[cH:8][cH:9][c:10]([OH:13])[cH:11][cH:12]1)([O:14][c:15]1[cH:16][cH:17][cH:18][cH:19][cH:20]1)[CH3:21])=[O:22].[CH3:66][CH2:67][O:68][C:69](=[O:70])[CH3:71].[Cs+:59].[Cs+:60].[F:23][c:24]1[cH:25][cH:26][c:27](-[c:30]2[cH:31][c:32](-[c:36]3[o:37][c:38]([CH3:54])[c:39]([CH2:41][CH2:42][O:43][S:44]([c:45]4[cH:46][cH:47][c:48]([CH3:49])[cH:50][cH:51]4)(=[O:52])=[O:53])[n:40]3)[cH:33][cH:34][cH:35]2)[cH:28][cH:29]1.[O:61]=[CH:62][N:63]([CH3:64])[CH3:65]>>[CH2:1]([CH3:2])[O:3][C:4]([C:5]([CH2:6][c:7]1[cH:8][cH:9][c:10]([O:13][CH2:42][CH2:41][c:39]2[c:38]([CH3:54])[o:37][c:36](-[c:32]3[cH:31][c:30](-[c:27]4[cH:26][cH:25][c:24]([F:23])[cH:29][cH:28]4)[cH:35][cH:34][cH:33]3)[n:40]2)[cH:11][cH:12]1)([O:14][c:15]1[cH:16][cH:17][cH:18][cH:19][cH:20]1)[CH3:21])=[O:22].